This data is from the Open Reaction Database (ORD), a public repository of structured organic reaction records. The task is: describe an organic reaction: reactants, conditions, products, and yield The reactants are BrCc1ccccc1, Cc1cc(Br)cc(C)c1O, [H-], [Na+], CN(C)C=O, O. The product is Cc1cc(Br)cc(C)c1OCc1ccccc1. Reaction SMILES: [Br:13][CH2:14][c:15]1[cH:16][cH:17][cH:18][cH:19][cH:20]1.[Br:1][c:2]1[cH:3][c:4]([CH3:10])[c:5]([OH:9])[c:6]([CH3:8])[cH:7]1.[H-:11].[Na+:12].[O:22]=[CH:23][N:24]([CH3:25])[CH3:26].[OH2:21]>>[Br:1][c:2]1[cH:3][c:4]([CH3:10])[c:5]([O:9][CH2:14][c:15]2[cH:16][cH:17][cH:18][cH:19][cH:20]2)[c:6]([CH3:8])[cH:7]1. The reactants are NC1=C(C(=O)N)C=CC(=C1)I (2-amino-4-iodobenzamide), C(C(=O)OCC)(=O)OCC (diethyl oxalate). Solvent: O (H2O), C(C)(=O)O (acetic acid). Reaction conditions: temperature 120 celsius. The product is IC1=CC=C2C(NC(=NC2=C1)C(=O)OCC)=O (ethyl 7-iodo-4-oxo-3,4-dihydroquinazoline-2-carboxylate). Yield: 76.0%. Reaction SMILES: [NH2:1][C:2]1[CH:10]=[C:9]([I:11])[CH:8]=[CH:7][C:3]=1[C:4]([NH2:6])=[O:5].[C:12](OCC)(=O)[C:13]([O:15][CH2:16][CH3:17])=[O:14]>C(O)(=O)C.O>[I:11][C:9]1[CH:10]=[C:2]2[C:3]([C:4](=[O:5])[NH:6][C:12]([C:13]([O:15][CH2:16][CH3:17])=[O:14])=[N:1]2)=[CH:7][CH:8]=1. Procedure: To a solution of 2-amino-4-iodobenzamide (1.0 g, 3.61 mmol) in glacial acetic acid (10 mL) at rt was added diethyl oxalate (5 mL). The mixture was heated at 120° C. for 24 h. The mixture was cooled to rt and diluted with H2O until a precipitate formed. The precipitate was removed by filtration, washed with H2O, and dried under high vacuum for several hours to afford ethyl 7-iodo-4-oxo-3,4-dihydroquinazoline-2-carboxylate (1.0 g, 76%) as a tan solid. 1H NMR (300 MHz, DMSO-d6) δ 1.36 (t, 3H), 4.48... Starting materials: CN(C)C=O, [Cl-], [H-], CCCCCCCI, CC(C)(C)C(=O)Nc1ccc(-c2cc(=O)c3c(N)c(F)cc(F)c3o2)cc1F, [Na+], [Na+]. The product is CCCCCCCNc1c(F)cc(F)c2oc(-c3ccc(NC(=O)C(C)(C)C)c(F)c3)cc(=O)c12. As a reaction SMILES: [CH3:41][N:42]([CH3:43])[CH:44]=[O:45].[Cl-:40].[H-:29].[I:31][CH2:32][CH2:33][CH2:34][CH2:35][CH2:36][CH2:37][CH3:38].[NH2:1][c:2]1[c:3]([F:28])[cH:4][c:5]([F:27])[c:6]2[c:7]1[c:8](=[O:26])[cH:9][c:10](-[c:12]1[cH:13][c:14]([F:25])[c:15]([NH:18][C:19]([C:20]([CH3:21])([CH3:22])[CH3:23])=[O:24])[cH:16][cH:17]1)[o:11]2.[Na+:30].[Na+:39]>>[NH:1]([c:2]1[c:3]([F:28])[cH:4][c:5]([F:27])[c:6]2[c:7]1[c:8](=[O:26])[cH:9][c:10](-[c:12]1[cH:13][c:14]([F:25])[c:15]([NH:18][C:19]([C:20]([CH3:21])([CH3:22])[CH3:23])=[O:24])[cH:16][cH:17]1)[o:11]2)[CH2:32][CH2:33][CH2:34][CH2:35][CH2:36][CH2:37][CH3:38]. Starting materials: NC1=NC=CC=C1C1=NC=2C(=NC(=CC2)Cl)N1C1=CC=C(C=C1)C1(CCC1)NC(OC(C)(C)C)=O (tert-butyl (1-{4-[2-(2-aminopyridin-3-yl)-5-chloro-3H-imidazo[4,5-b]pyridin-3-yl]phenyl}cyclobutyl)carbamate), CC1(OB(OC1(C)C)C=1C=C(C=CC1)NCCO)C (2-{[3-(4,4,5,5-tetramethyl-1,3,2-dioxaborolan-2-yl)phenyl]amino}ethanol), [OH-].[Na+] (NaOH). Reagents/catalysts: CC(C)(C)P(C1=CC=C(C=C1)N(C)C)C(C)(C)C.CC(C)(C)P(C1=CC=C(C=C1)N(C)C)C(C)(C)C.Cl[Pd]Cl (bis(di-tert-butyl(4-dimethylaminophenyl) phosphine)dichloropalladium(II)). The solvent is CN(C)C=O (DMF), CCOC(=O)C (EtOAc). Run at temperature 160 celsius. Product: NC1=NC=CC=C1C1=NC=2C(=NC(=CC2)C2=CC(=CC=C2)NCCO)N1C1=CC=C(C=C1)C1(CCC1)NC(OC(C)(C)C)=O (tert-Butyl (1-{4-[2-(2-aminopyridin-3-yl)-5-{3-[(2-hydroxyethyl)amino]phenyl}-3H-imidazo[4,5-b]pyridin-3-yl]phenyl}cyclobutyl)carbamate). The yield is 86.3%. RXN SMILES: [NH2:1][C:2]1[C:7]([C:8]2[N:17]([C:18]3[CH:23]=[CH:22][C:21]([C:24]4([NH:28][C:29](=[O:35])[O:30][C:31]([CH3:34])([CH3:33])[CH3:32])[CH2:27][CH2:26][CH2:25]4)=[CH:20][CH:19]=3)[C:11]3=[N:12][C:13](Cl)=[CH:14][CH:15]=[C:10]3[N:9]=2)=[CH:6][CH:5]=[CH:4][N:3]=1.CC1(C)C(C)(C)OB([C:44]2[CH:45]=[C:46]([NH:50][CH2:51][CH2:52][OH:53])[CH:47]=[CH:48][CH:49]=2)O1.[OH-].[Na+]>CN(C=O)C.CCOC(C)=O.CC(P(C(C)(C)C)C1C=CC(N(C)C)=CC=1)(C)C.CC(P(C(C)(C)C)C1C=CC(N(C)C)=CC=1)(C)C.Cl[Pd]Cl>[NH2:1][C:2]1[C:7]([C:8]2[N:17]([C:18]3[CH:23]=[CH:22][C:21]([C:24]4([NH:28][C:29](=[O:35])[O:30][C:31]([CH3:34])([CH3:33])[CH3:32])[CH2:27][CH2:26][CH2:25]4)=[CH:20][CH:19]=3)[C:11]3=[N:12][C:13]([C:44]4[CH:49]=[CH:48][CH:47]=[C:46]([NH:50][CH2:51][CH2:52][OH:53])[CH:45]=4)=[CH:14][CH:15]=[C:10]3[N:9]=2)=[CH:6][CH:5]=[CH:4][N:3]=1 |f:2.3,6.7.8|. Reported procedure: A mixture of tert-butyl (1-{4-[2-(2-aminopyridin-3-yl)-5-chloro-3H-imidazo[4,5-b]pyridin-3-yl]phenyl}cyclobutyl)carbamate (70.0 mg, 0.143 mmol), 2-{[3-(4,4,5,5-tetramethyl-1,3,2-dioxaborolan-2-yl)phenyl]amino}ethanol (75.0 mg, 0.285 mmol), bis(di-tert-butyl(4-dimethylaminophenyl) phosphine)dichloropalladium(II) (10.1 mg, 0.0143 mmol), and 2M NaOH aq. (0.430 mL, 0.214) in DMF (2 mL) was heated at 160° C. for 1 hour under microwave irradiation. After cooling to room temperature, the mixture was di...